From a dataset of the Open Reaction Database (ORD), a public repository of structured organic reaction records. describe an organic reaction: reactants, conditions, products, and yield The reactants are ClC1=C(OC2=CC(=C(C=C2)[N+](=O)[O-])[N+](=O)[O-])C=CC(=C1)C(F)(F)F (4-(2-chloro-4-trifluoromethylphenoxy)-1,2-dinitrobenzene), [N-]=[N+]=[N-].[Na+] (sodium azide). Solvent: CC(=O)C (acetone). Product: ClC1=C(OC=2C=CC(=C(C2)N=[N+]=[N-])[N+](=O)[O-])C=CC(=C1)C(F)(F)F (5-(2-chloro-4-trifluoromethylphenoxy)-2-nitrophenyl azide). Reaction SMILES: [Cl:1][C:2]1[CH:20]=[C:19]([C:21]([F:24])([F:23])[F:22])[CH:18]=[CH:17][C:3]=1[O:4][C:5]1[CH:10]=[CH:9][C:8]([N+:11]([O-:13])=[O:12])=[C:7]([N+:14]([O-])=O)[CH:6]=1.[N-:25]=[N+:26]=[N-].[Na+]>CC(C)=O>[Cl:1][C:2]1[CH:20]=[C:19]([C:21]([F:24])([F:23])[F:22])[CH:18]=[CH:17][C:3]=1[O:4][C:5]1[CH:10]=[CH:9][C:8]([N+:11]([O-:13])=[O:12])=[C:7]([N:14]=[N+:25]=[N-:26])[CH:6]=1 |f:1.2|. Procedure: A mixture of 4-(2-chloro-4-trifluoromethylphenoxy)-1,2-dinitrobenzene (2.0 g, 5.5 mmol) and sodium azide (1.1 g, 16.6 mmol) in acetone (25 ml) is heated under reflux for 3.5 hours. The reaction is then cooled and filtered, and the filtrate is stripped. The residue is taken up in chloroform, washed with water (2X) and with brine, dried, stripped and purified by preparative thin layer chromatography (prep. TLC) (silica gel, eluting with 15% ethyl acetate/hexane) to give 5-(2-chloro-4-trifluorometh... Reactants: BrC1=CC=C(C=C1)C1=CC=CC=C1 (4-bromobiphenyl), I(=O)(=O)O (iodic acid), II (iodine). The solvent is C(C)(=O)O (acetic acid), S(O)(O)(=O)=O (sulfuric acid), O (water). Run at temperature 65 celsius, time 4.5 hour. Yields the product BrC1=CC=C(C=C1)C1=CC=C(C=C1)I (4-bromo-4′-iodobiphenyl). Isolated yield 325.1%. RXN SMILES: [Br:1][C:2]1[CH:7]=[CH:6][C:5]([C:8]2[CH:13]=[CH:12][CH:11]=[CH:10][CH:9]=2)=[CH:4][CH:3]=1.[I:14](O)(=O)=O.II>C(O)(=O)C.S(=O)(=O)(O)O.O>[Br:1][C:2]1[CH:3]=[CH:4][C:5]([C:8]2[CH:13]=[CH:12][C:11]([I:14])=[CH:10][CH:9]=2)=[CH:6][CH:7]=1. Procedure details: A 4-neck one liter round bottom flask equipped with mechanical stirrer, thermometer and reflux condenser topped with nitrogen bubbler inlet was charged with 4-bromobiphenyl (23.31 g, 100 mmol) in acetic acid (400 mL), sulfuric acid (10 mL) and water (20 mL). To this stirring mixture was added iodic acid (4.84 g, 27.5 mmol) followed immediately by addition of iodine chips (11.17 g, 44.0 mmol). The reaction flask was immersed in a preheated tri(ethylene glycol) heating bath and heated at 65° C. in...